From a dataset of the Open Reaction Database (ORD), a public repository of structured organic reaction records. describe an organic reaction: reactants, conditions, products, and yield Starting materials: O=S(=O)(Cl)c1ccc(Cl)cc1, [Na+], [OH-], On1nnc2ccc(Cl)cc21. The product is O=S(=O)(On1nnc2ccc(Cl)cc21)c1ccc(Cl)cc1. Reaction SMILES: [Cl:12][c:13]1[cH:14][cH:15][c:16]([S:19](=[O:20])(=[O:21])[Cl:22])[cH:17][cH:18]1.[Na+:24].[OH-:23].[OH:1][n:2]1[n:3][n:4][c:5]2[c:6]1[cH:7][c:8]([Cl:11])[cH:9][cH:10]2>>[O:1]([n:2]1[n:3][n:4][c:5]2[c:6]1[cH:7][c:8]([Cl:11])[cH:9][cH:10]2)[S:19]([c:16]1[cH:15][cH:14][c:13]([Cl:12])[cH:18][cH:17]1)(=[O:20])=[O:21]. Reactants: CCc1cc(C2OC(n3cnc4c(Cl)nc(Cl)nc43)C(OC(C)=O)C2OC(C)=O)on1, CCN(C(C)C)C(C)C, Cl, NC(CO)Cc1ccccc1. Yields the product CCc1cc(C2OC(n3cnc4c(NC(CO)Cc5ccccc5)nc(Cl)nc43)C(OC(C)=O)C2OC(C)=O)on1, Cl. RXN SMILES: [C:1]([CH3:2])(=[O:3])[O:4][CH:5]1[CH:6]([O:28][C:29]([CH3:30])=[O:31])[CH:7]([n:17]2[c:18]3[n:19][c:20]([Cl:27])[n:21][c:22]([Cl:26])[c:23]3[n:24][cH:25]2)[O:8][CH:9]1[c:10]1[cH:11][c:12]([CH2:15][CH3:16])[n:13][o:14]1.[CH:43]([N:44]([CH2:45][CH3:46])[CH:47]([CH3:48])[CH3:49])([CH3:50])[CH3:51].[ClH:52].[NH2:32][CH:33]([CH2:34][OH:35])[CH2:36][c:37]1[cH:38][cH:39][cH:40][cH:41][cH:42]1>>[C:1]([CH3:2])(=[O:3])[O:4][CH:5]1[CH:6]([O:28][C:29]([CH3:30])=[O:31])[CH:7]([n:17]2[c:18]3[n:19][c:20]([Cl:27])[n:21][c:22]([NH:32][CH:33]([CH2:34][OH:35])[CH2:36][c:37]4[cH:38][cH:39][cH:40][cH:41][cH:42]4)[c:23]3[n:24][cH:25]2)[O:8][CH:9]1[c:10]1[cH:11][c:12]([CH2:15][CH3:16])[n:13][o:14]1.[ClH:26].